From a dataset of the Open Reaction Database (ORD), a public repository of structured organic reaction records. describe an organic reaction: reactants, conditions, products, and yield Reactants: O=C([O-])[O-], CI, CC(C)=O, [K+], [K+], COc1c(N)c(Cl)cc(F)c1-n1c(=O)cc(C(F)(F)F)[nH]c1=O. Yields the product COc1c(N)c(Cl)cc(F)c1-n1c(=O)cc(C(F)(F)F)n(C)c1=O. As a reaction SMILES: [C:24](=[O:25])([O-:26])[O-:27].[CH3:30][I:31].[CH3:32][C:33](=[O:34])[CH3:35].[K+:28].[K+:29].[NH2:1][c:2]1[c:3]([O:22][CH3:23])[c:4](-[n:10]2[c:11](=[O:21])[nH:12][c:13]([C:17]([F:18])([F:19])[F:20])[cH:14][c:15]2=[O:16])[c:5]([F:9])[cH:6][c:7]1[Cl:8]>>[NH2:1][c:2]1[c:3]([O:22][CH3:23])[c:4](-[n:10]2[c:11](=[O:21])[n:12]([CH3:24])[c:13]([C:17]([F:18])([F:19])[F:20])[cH:14][c:15]2=[O:16])[c:5]([F:9])[cH:6][c:7]1[Cl:8]. The reactants are compound 12, S(N)(OC1=CC=2CC[C@H]3[C@@H]4CC=C([C@@]4(C)CC[C@@H]3C2C=C1)C(NCCCC)=O)(=O)=O (17-(N-Butylcarbamoyl)estra-1,3,5(10),16-tetraen-3-yl Sulfamate), [Si](C)(C)(C)I (TMS-I). Product: S(N)(OC1=CC=2CC[C@H]3[C@@H]4CC=C([C@@]4(C)CC[C@@H]3C2C=C1)C(N(C)C)=O)(=O)=O (17-(N,N-Dimethylcarbamoyl)estra-1,3,5(10),16-tetraen-3-yl Sulfamate). RXN SMILES: [S:1](=[O:30])(=[O:29])([O:3][C:4]1[CH:21]=[CH:20][C:19]2[C@@H:18]3[C@H:9]([C@H:10]4[C@@:14]([CH2:16][CH2:17]3)([CH3:15])[C:13]([C:22](=[O:28])[NH:23][CH2:24]CCC)=[CH:12][CH2:11]4)[CH2:8][CH2:7][C:6]=2[CH:5]=1)[NH2:2].[Si](I)(C)(C)[CH3:32]>>[S:1](=[O:29])(=[O:30])([O:3][C:4]1[CH:21]=[CH:20][C:19]2[C@@H:18]3[C@H:9]([C@H:10]4[C@@:14]([CH2:16][CH2:17]3)([CH3:15])[C:13]([C:22](=[O:28])[N:23]([CH3:32])[CH3:24])=[CH:12][CH2:11]4)[CH2:8][CH2:7][C:6]=2[CH:5]=1)[NH2:2]. Procedure: Compound 11p was synthesized in a similar manner as 11a except that TMS-I was used in place of BBr3. Compound 11p was prepared from compound 12. EI-MS m/z 404 M+; 1H NMR (300 MHz, DMSO-d6) δ 0.98 (s, 3H, CH3), 2.93 (brs, 6H, N(CH3)2), 5.86 (s, 1H, 16-CH), 6.97 (s, 1H, ArH), 7.02 (d, 1H, J=9 Hz, ArH), 7.31 (d, 1H, J=9 Hz, ArH), 7.89 (s, 2H, SO2NH2).